From a dataset of the Open Reaction Database (ORD), a public repository of structured organic reaction records. describe an organic reaction: reactants, conditions, products, and yield Starting materials: CS(C)=O, CC(C)(C)C(=O)OCC1CSC(c2cc3cc(CCl)cc([N+](=O)[O-])c3[nH]2)=N1, CN(C)C=O, c1cn[nH]c1. Product: CC(C)(C)C(=O)OCC1CSC(c2cc3cc(Cn4cccn4)cc([N+](=O)[O-])c3[nH]2)=N1. As a reaction SMILES: [CH3:38][S:39]([CH3:40])=[O:41].[Cl:1][CH2:2][c:3]1[cH:4][c:5]2[cH:6][c:7]([C:15]3=[N:19][CH:18]([CH2:20][O:21][C:22]([C:23]([CH3:24])([CH3:25])[CH3:26])=[O:27])[CH2:17][S:16]3)[nH:8][c:9]2[c:10]([N+:12](=[O:13])[O-:14])[cH:11]1.[O:33]=[CH:34][N:35]([CH3:36])[CH3:37].[nH:28]1[n:29][cH:30][cH:31][cH:32]1>>[CH2:2]([c:3]1[cH:4][c:5]2[cH:6][c:7]([C:15]3=[N:19][CH:18]([CH2:20][O:21][C:22]([C:23]([CH3:24])([CH3:25])[CH3:26])=[O:27])[CH2:17][S:16]3)[nH:8][c:9]2[c:10]([N+:12](=[O:13])[O-:14])[cH:11]1)[n:28]1[n:29][cH:30][cH:31][cH:32]1. Starting materials: CC(=O)NCC1CN(c2ccc(N3CCC(N(Cc4ccccc4)Cc4ccccc4)CC3)c(F)c2)C(=O)O1, CO, [H][H], [OH-], [OH-], [Pd+2]. Yields the product CC(=O)NCC1CN(c2ccc(N3CCC(N)CC3)c(F)c2)C(=O)O1. As a reaction SMILES: [CH2:1]([N:8]([CH2:2][c:3]1[cH:4][cH:5][cH:6][cH:7][cH:33]1)[CH:9]1[CH2:10][CH2:11][N:12]([c:15]2[c:16]([F:32])[cH:17][c:18]([N:21]3[C:22](=[O:31])[O:23][CH:24]([CH2:26][NH:27][C:28]([CH3:29])=[O:30])[CH2:25]3)[cH:19][cH:20]2)[CH2:13][CH2:14]1)[c:34]1[cH:35][cH:36][cH:37][cH:38][cH:39]1.[CH3:45][OH:46].[H:40][H:41].[OH-:42].[OH-:44].[Pd+2:43]>>[NH2:8][CH:9]1[CH2:10][CH2:11][N:12]([c:15]2[c:16]([F:32])[cH:17][c:18]([N:21]3[C:22](=[O:31])[O:23][CH:24]([CH2:26][NH:27][C:28]([CH3:29])=[O:30])[CH2:25]3)[cH:19][cH:20]2)[CH2:13][CH2:14]1. Starting materials: C(C)(C)(C)C=1C=C(C=CC1)O (3-tert-butylphenol), [H-].[Na+] (sodium hydride), IC (iodomethane). Solvent: CN(C=O)C (N,N-dimethylformamide). Conditions: time 10 minute. Product: C(C)(C)(C)C1=CC(=CC=C1)OC (1-tert-Butyl-3-methoxybenzene). Isolated yield 113.2%. RXN SMILES: [C:1]([C:5]1[CH:6]=[C:7]([OH:11])[CH:8]=[CH:9][CH:10]=1)([CH3:4])([CH3:3])[CH3:2].[H-].[Na+].I[CH3:15]>CN(C)C=O>[C:1]([C:5]1[CH:10]=[CH:9][CH:8]=[C:7]([O:11][CH3:15])[CH:6]=1)([CH3:4])([CH3:2])[CH3:3] |f:1.2|. Procedure: To a solution of 3-tert-butylphenol (5.0 g; 33.28 mmol) in N,N-dimethylformamide (166 mL) at room temperature under nitrogen was added sodium hydride (2.0 g; 49.92 mmol). The reaction mixture was stirred at room temperature for 10 minutes and then iodomethane (6.2 mL; 99.84 mmol) was added. After stirring at room temperature overnight, the reaction mixture was quenched with water and aqueous hydrochloric acid (2N) and extracted with ethyl acetate. The combined organic phases were successively wa... Procedure: The title compound was prepared in the same manner as described for example 3 (step c) from 6-chloro-1-cyclopentyl-1H-indazole-4-carboxylic acid (0.12 g, 0.453 mmol) and 3-(aminomethyl)-4,6-dimethyl-2(1H)-pyridinone (0.128 g, 0.680 mmol), wherein the stir time was 12 h. The crude product was purified by silica gel chromatography (eluent: 5-85% gradient chloroform (containing 10% 2M Ammonia in methanol) and dichloromethane). The isolated product was concentrated from MTBE to afford an off-white s... Reaction SMILES: [Cl:1][C:2]1[CH:3]=[C:4]([C:16]([OH:18])=O)[C:5]2[CH:6]=[N:7][N:8]([CH:11]3[CH2:15][CH2:14][CH2:13][CH2:12]3)[C:9]=2[CH:10]=1.[NH2:19][CH2:20][C:21]1[C:22](=[O:29])[NH:23][C:24]([CH3:28])=[CH:25][C:26]=1[CH3:27]>>[Cl:1][C:2]1[CH:3]=[C:4]([C:16]([NH:19][CH2:20][C:21]2[C:22](=[O:29])[NH:23][C:24]([CH3:28])=[CH:25][C:26]=2[CH3:27])=[O:18])[C:5]2[CH:6]=[N:7][N:8]([CH:11]3[CH2:12][CH2:13][CH2:14][CH2:15]3)[C:9]=2[CH:10]=1. Yields the product ClC=1C=C(C=2C=NN(C2C1)C1CCCC1)C(=O)NCC=1C(NC(=CC1C)C)=O (6-chloro-1-cyclopentyl-N-[(4,6-dimethyl-2-oxo-1,2-dihydro-3-pyridinyl)methyl]-1H-indazole-4-carboxamide). The reactants are ClC=1C=C(C=2C=NN(C2C1)C1CCCC1)C(=O)O (6-chloro-1-cyclopentyl-1H-indazole-4-carboxylic acid), NCC=1C(NC(=CC1C)C)=O (3-(aminomethyl)-4,6-dimethyl-2(1H)-pyridinone). Run at time 12 hour. Starting materials: FC1=CC=C(CC2=CN(C3=CC(=CC=C23)C(=O)OC)C)C=C1 (Methyl 3-(4-fluorobenzyl)-1-methyl-1H-indole-6-carboxylate), O[Li].O (LiOH.H2O). Solvent: C1CCOC1.O (THF H2O). Yields the product C(C1=CC=CC=C1)C1=CN(C2=CC(=CC=C12)C(=O)O)C (3-Benzyl-1-methyl-1H-indole-6-carboxylic acid). Isolated yield 104.1%. Reaction SMILES: F[C:2]1[CH:22]=[CH:21][C:5]([CH2:6][C:7]2[C:15]3[C:10](=[CH:11][C:12]([C:16]([O:18]C)=[O:17])=[CH:13][CH:14]=3)[N:9]([CH3:20])[CH:8]=2)=[CH:4][CH:3]=1.O[Li].O>C1COCC1.O>[CH2:6]([C:7]1[C:15]2[C:10](=[CH:11][C:12]([C:16]([OH:18])=[O:17])=[CH:13][CH:14]=2)[N:9]([CH3:20])[CH:8]=1)[C:5]1[CH:4]=[CH:3][CH:2]=[CH:22][CH:21]=1 |f:1.2,3.4|. Procedure details: A solution of compound 25c (175 mg, 0.59 mmol), and LiOH.H2O (101 mg, 2.41 mmol) in THF/H2O (3/3 mL) was stirred at room temperature for 6 h. The resultant mixture was concentrated and partitioned between CH2Cl2 and water. The aqueous layer was acidified with 1N HCl(aq) to pH˜4. The organic layer was dried over Na2SO4 and concentrated to give compound 25d (163 mg), which was used in the next reaction without further purification. Reactants: C(C)(=O)O[C@H]1[C@H]([C@@H](CCC1)N1C(=NC2=C1C=C(C(=C2)Cl)Cl)Br)OC(C)=O ((±)-(1R*,2S*,3R*)-3-(2-Bromo-5,6-dichloro-1H-benzimidazol-1-yl)-1,2-cyclohexanediyl diacetate), C1(CC1)N (cyclopropylamine), [OH-].[Na+] (sodium hydroxide). The product is ClC1=CC2=C(N(C(=N2)NC2CC2)[C@H]2[C@@H]([C@@H](CCC2)O)O)C=C1Cl ((±)-(1R*,2S*,3R*)-3-[5,6-Dichloro-2-(cyclopropylamino)-1H-benzimidazol-1-yl]-1,2-cyclohexanediol). The yield is 76.0%. As a reaction SMILES: C([O:4][C@@H:5]1[CH2:10][CH2:9][CH2:8][C@@H:7]([N:11]2[C:15]3[CH:16]=[C:17]([Cl:21])[C:18]([Cl:20])=[CH:19][C:14]=3[N:13]=[C:12]2Br)[C@@H:6]1[O:23]C(=O)C)(=O)C.[CH:27]1([NH2:30])[CH2:29][CH2:28]1.[OH-].[Na+]>>[Cl:20][C:18]1[C:17]([Cl:21])=[CH:16][C:15]2[N:11]([C@@H:7]3[CH2:8][CH2:9][CH2:10][C@@H:5]([OH:4])[C@H:6]3[OH:23])[C:12]([NH:30][CH:27]3[CH2:29][CH2:28]3)=[N:13][C:14]=2[CH:19]=1 |f:2.3|. Reported procedure: (±)-(1R*,2S*,3R*)-3-(2-Bromo-5,6-dichloro-1H-benzimidazol-1-yl)-1,2-cyclohexanediyl diacetate (464 mg, 1.00 mmol) and cyclopropylamine were reacted as in example 46. The solution was cooled and 1 N sodium hydroxide (one equivalent) was added. Volatiles were evaporated in vacuo and the residual solid was crystallized from methanol to provide title compound as off-white powder (271 mg, 76%), m.p. >25° C.; 1H-NMR (DMSO-d6, 200 MHz) δ: 7.62, 7.44 (both s, each 1, 2 aromatic CH), 7.00-6.95 (m, 1, NH)... Reactants: C([O-])([O-])=O.[Na+].[Na+] (sodium carbonate), COC=1C=C(C=CC1N1C=NC(=C1)C)NC1=NC(=CC(=N1)C(=O)OCC)C1=CC=C(C=C1)C(F)(F)F (ethyl 2-[3-methoxy-4-(4-methyl-imidazol-1-yl)-phenylamino]-6-(4-trifluoromethyl-phenyl)-pyrimidine-4-carboxylate), solution, C[Mg]Cl (methylmagnesiumchloride), O1CCCC1 (tetrahydro-furane), O1CCCC1 (tetrahydrofurane). Conditions: temperature 0 celsius, time 15 minute. Product: COC=1C=C(C=CC1N1C=NC(=C1)C)NC1=NC(=CC(=N1)C(C)(C)O)C1=CC=C(C=C1)CF (2-[2-[3-Methoxy-4-(4-methyl-imidazol-1-yl)-phenylamino]-6-(4 fluoromethyl-phenyl)-pyrimidin-4-yl]-propan-2-ol). Yield: 54.0%. Reaction SMILES: [CH3:1][O:2][C:3]1[CH:4]=[C:5]([NH:15][C:16]2[N:21]=[C:20](C(OCC)=O)[CH:19]=[C:18]([C:27]3[CH:32]=[CH:31][C:30]([C:33](F)([F:35])F)=[CH:29][CH:28]=3)[N:17]=2)[CH:6]=[CH:7][C:8]=1[N:9]1[CH:13]=[C:12]([CH3:14])[N:11]=[CH:10]1.C[Mg]Cl.[C:40](=O)([O-])[O-].[Na+].[Na+].[O:46]1[CH2:50][CH2:49]CC1>>[CH3:1][O:2][C:3]1[CH:4]=[C:5]([NH:15][C:16]2[N:21]=[C:20]([C:50]([OH:46])([CH3:49])[CH3:40])[CH:19]=[C:18]([C:27]3[CH:28]=[CH:29][C:30]([CH2:33][F:35])=[CH:31][CH:32]=3)[N:17]=2)[CH:6]=[CH:7][C:8]=1[N:9]1[CH:13]=[C:12]([CH3:14])[N:11]=[CH:10]1 |f:2.3.4|. Reported procedure: To a solution of ethyl 2-[3-methoxy-4-(4-methyl-imidazol-1-yl)-phenylamino]-6-(4-trifluoromethyl-phenyl)-pyrimidine-4-carboxylate (597 mg, 1.2 mmol) in tetrahydro-furane (25 mL) was added at 0° C. over 2 min a 3 M solution of methylmagnesiumchloride in tetrahydrofurane (1.68 mL, 5.04 mmol). The reaction mixture was stirred at 0° C. for 15 min followed by 1.5 h at 20° C. The mixture was poured on saturated sodium carbonate solution (20 mL) and the product was extracted with ethyl acetate (80 mL).... Reactants: C[O-], CO, COC(OC)OC, [Na+], O, O=C1CCSCC1, Cc1ccc(S(=O)(=O)O)cc1. Product: COC1(OC)CCSCC1. As a reaction SMILES: [CH3:27][O-:28].[CH3:30][OH:31].[CH:8]([O:9][CH3:10])([O:11][CH3:12])[O:13][CH3:14].[Na+:29].[OH2:15].[S:1]1[CH2:2][CH2:3][C:4](=[O:7])[CH2:5][CH2:6]1.[c:16]1([CH3:17])[cH:18][cH:19][c:20]([S:21]([OH:22])(=[O:23])=[O:24])[cH:25][cH:26]1>>[S:1]1[CH2:2][CH2:3][C:8]([O:9][CH3:10])([O:11][CH3:12])[CH2:5][CH2:6]1.